This data is from the Open Reaction Database (ORD), a public repository of structured organic reaction records. The task is: describe an organic reaction: reactants, conditions, products, and yield The reactants are CN(C)C=O, O=C(O)c1nc(-c2ccncc2)c(-c2ccc(Cl)c(O)c2)[nH]1, O=C(Cl)C(=O)Cl, ClCCl. Yields the product O=C(Cl)c1nc(-c2ccncc2)c(-c2ccc(Cl)c(O)c2)[nH]1. As a reaction SMILES: [CH3:29][N:30]([CH3:31])[CH:32]=[O:33].[Cl:1][c:2]1[c:3]([OH:22])[cH:4][c:5](-[c:8]2[c:9](-[c:16]3[cH:17][cH:18][n:19][cH:20][cH:21]3)[n:10][c:11]([C:13](=[O:14])[OH:15])[nH:12]2)[cH:6][cH:7]1.[Cl:23][C:24]([C:25]([Cl:26])=[O:27])=[O:28].[Cl:34][CH2:35][Cl:36]>>[Cl:1][c:2]1[c:3]([OH:22])[cH:4][c:5](-[c:8]2[c:9](-[c:16]3[cH:17][cH:18][n:19][cH:20][cH:21]3)[n:10][c:11]([C:13](=[O:14])[Cl:23])[nH:12]2)[cH:6][cH:7]1. The reactants are O=C(Cl)CCC1CC1, ClCCl, Cc1cc(C)n2nc(N)c(-c3ccc(Cl)c(C)c3)c2n1, c1ccncc1. Product: Cc1cc(C)n2nc(NC(=O)CCC3CC3)c(-c3ccc(Cl)c(C)c3)c2n1. As a reaction SMILES: [CH:1]1([CH2:4][CH2:5][C:6](=[O:7])[Cl:8])[CH2:2][CH2:3]1.[Cl:29][CH2:30][Cl:31].[Cl:9][c:10]1[c:11]([CH3:28])[cH:12][c:13](-[c:16]2[c:17]([NH2:27])[n:18][n:19]3[c:20]2[n:21][c:22]([CH3:26])[cH:23][c:24]3[CH3:25])[cH:14][cH:15]1.[cH:32]1[cH:33][cH:34][n:35][cH:36][cH:37]1>>[CH:1]1([CH2:4][CH2:5][C:6](=[O:7])[NH:27][c:17]2[c:16](-[c:13]3[cH:12][c:11]([CH3:28])[c:10]([Cl:9])[cH:15][cH:14]3)[c:20]3[n:19]([n:18]2)[c:24]([CH3:25])[cH:23][c:22]([CH3:26])[n:21]3)[CH2:2][CH2:3]1. The reactants are CCOC(C)=O, [H][H], O=c1ccc(C2=CCC3(CC2)OCCO3)c[nH]1. Yields the product O=c1ccc(C2CCC3(CC2)OCCO3)c[nH]1. Reaction SMILES: [CH3:20][CH2:21][O:22][C:23](=[O:24])[CH3:25].[H:18][H:19].[O:1]1[CH2:2][CH2:3][O:4][C:5]12[CH2:6][CH:7]=[C:8]([c:11]1[cH:12][cH:13][c:14](=[O:17])[nH:15][cH:16]1)[CH2:9][CH2:10]2>>[O:1]1[CH2:2][CH2:3][O:4][C:5]12[CH2:6][CH2:7][CH:8]([c:11]1[cH:12][cH:13][c:14](=[O:17])[nH:15][cH:16]1)[CH2:9][CH2:10]2. Starting materials: OC1=CC=C(C=C1)C1CCC(CC1)=O (4-(4-Hydroxy-phenyl)-cyclohexanone), N1CC(C1)NC(=O)CNC(C1=CC(=CC=C1)C(F)(F)F)=O (N-(azetidin-3-ylcarbamoylmethyl)-3-trifluoromethyl-benzamide). Yields the product OC1=CC=C(C=C1)C1CCC(CC1)N1CC(C1)NC(=O)CNC(C1=CC(=CC=C1)C(F)(F)F)=O (N-({1-[4-(4-Hydroxy-phenyl)-cyclohexyl]-azetidin-3-ylcarbamoyl}-methyl)-3-trifluoromethyl-benzamide). RXN SMILES: O[C:2]1[CH:7]=[CH:6][C:5]([CH:8]2[CH2:13][CH2:12][C:11](=[O:14])[CH2:10][CH2:9]2)=[CH:4][CH:3]=1.[NH:15]1[CH2:18][CH:17]([NH:19][C:20]([CH2:22][NH:23][C:24](=[O:35])[C:25]2[CH:30]=[CH:29][CH:28]=[C:27]([C:31]([F:34])([F:33])[F:32])[CH:26]=2)=[O:21])[CH2:16]1>>[OH:14][C:11]1[CH:12]=[CH:13][C:8]([CH:5]2[CH2:6][CH2:7][CH:2]([N:15]3[CH2:18][CH:17]([NH:19][C:20]([CH2:22][NH:23][C:24](=[O:35])[C:25]4[CH:30]=[CH:29][CH:28]=[C:27]([C:31]([F:34])([F:32])[F:33])[CH:26]=4)=[O:21])[CH2:16]3)[CH2:3][CH2:4]2)=[CH:9][CH:10]=1. Procedure details: The title compound was prepared as a white solid by reductive amination of 4-(4-Hydroxy-phenyl)-cyclohexanone (as prepared in the previous step) and N-(azetidin-3-ylcarbamoylmethyl)-3-trifluoromethyl-benzamide (as prepared in step B of Example 4) using the procedure described in Step C of Example 4. Reactants: [OH-].[Na+] (sodium hydroxide), COS(=O)(=O)OC (dimethylsulfate), [Na] (sodium), borax, OC1=C(C=O)C=CC(=C1O)O (2,3,4-trihydroxy-benzaldehyde), Cl (hydrochloric acid). Solvent: O (water), O (water). Conditions: time 30 minute. The product is OC1=C(C=O)C=CC(=C1O)OC (2,3,-dihydroxy-4-methoxy-benzaldehyde). Isolated yield 71.6%. RXN SMILES: [Na].[OH:2][C:3]1[C:10]([OH:11])=[C:9]([OH:12])[CH:8]=[CH:7][C:4]=1[CH:5]=[O:6].[OH-].[Na+].[CH3:15]OS(OC)(=O)=O.Cl>O>[OH:2][C:3]1[C:10]([OH:11])=[C:9]([O:12][CH3:15])[CH:8]=[CH:7][C:4]=1[CH:5]=[O:6] |f:2.3,^1:0|. Procedure: To a vigorously stirred solution of sodium boratedecahydrate (borax, 30 g) in 600 mL of water was added 2,3,4-trihydroxy-benzaldehyde (5 g, 32.4 mmol). The yellow solution was stirred at room temperature for 30 min followed by dropwise and simultaneous addition (over 30 min) of sodium hydroxide (4.0 g, 100 mmol) in water (50 mL) and dimethylsulfate (9.45 mL, 100 mmol). Vigorous stirring was continued overnight and conc. hydrochloric acid was added to pH 1. After stirring for an additional 30 min... Starting materials: CCN(C(C)C)C(C)C, Cc1ccccc1, CC(C)S, COC(=O)c1ccc(-c2cc(OC)ccc2F)c(I)c1, O=C(C=Cc1ccccc1)C=Cc1ccccc1, O=C(C=Cc1ccccc1)C=Cc1ccccc1, O=C(C=Cc1ccccc1)C=Cc1ccccc1, [Pd], [Pd], CC1(C)c2cccc(P(c3ccccc3)c3ccccc3)c2Oc2c(P(c3ccccc3)c3ccccc3)cccc21. Product: COC(=O)c1ccc(-c2cc(OC)ccc2F)c(SC(C)C)c1. As a reaction SMILES: [CH2:21]([N:22]([CH:23]([CH3:24])[CH3:25])[CH:26]([CH3:27])[CH3:28])[CH3:29].[CH3:132][c:133]1[cH:134][cH:135][cH:136][cH:137][cH:138]1.[CH3:72][CH:73]([CH3:74])[SH:75].[F:1][c:2]1[c:3](-[c:10]2[c:11]([I:20])[cH:12][c:13]([C:16](=[O:17])[O:18][CH3:19])[cH:14][cH:15]2)[cH:4][c:5]([O:8][CH3:9])[cH:6][cH:7]1.[O:114]=[C:115]([CH:116]=[CH:117][c:118]1[cH:119][cH:120][cH:121][cH:122][cH:123]1)[CH:124]=[CH:125][c:126]1[cH:127][cH:128][cH:129][cH:130][cH:131]1.[O:78]=[C:79]([CH:80]=[CH:81][c:82]1[cH:83][cH:84][cH:85][cH:86][cH:87]1)[CH:88]=[CH:89][c:90]1[cH:91][cH:92][cH:93][cH:94][cH:95]1.[O:96]=[C:97]([CH:98]=[CH:99][c:100]1[cH:101][cH:102][cH:103][cH:104][cH:105]1)[CH:106]=[CH:107][c:108]1[cH:109][cH:110][cH:111][cH:112][cH:113]1.[Pd:76].[Pd:77].[c:30]1([P:31]([c:32]2[cH:33][cH:34][cH:35][cH:36][cH:37]2)[c:38]2[c:39]3[c:63]([cH:64][cH:65][cH:66]2)[C:60]([CH3:61])([CH3:62])[c:42]2[c:41]([c:46]([P:47]([c:48]4[cH:49][cH:50][cH:51][cH:52][cH:53]4)[c:54]4[cH:55][cH:56][cH:57][cH:58][cH:59]4)[cH:45][cH:44][cH:43]2)[O:40]3)[cH:67][cH:68][cH:69][cH:70][cH:71]1>>[F:1][c:2]1[c:3](-[c:10]2[c:11]([S:75][CH:73]([CH3:72])[CH3:74])[cH:12][c:13]([C:16](=[O:17])[O:18][CH3:19])[cH:14][cH:15]2)[cH:4][c:5]([O:8][CH3:9])[cH:6][cH:7]1. Reactants: CC(=O)O[BH-](OC(C)=O)OC(C)=O, CC(=O)O, CO, CCN(C(C)C)C(C)C, Cl, NC1CCC(O)CC1, [Na+], CCOC(=O)C1(CC=O)CCCN(C(=O)OC(C)(C)C)C1, O. The product is CCOC(=O)C1(CCNC2CCC(O)CC2)CCCN(C(=O)OC(C)(C)C)C1. Reaction SMILES: [C:40]([O:41][BH-:42]([O:43][C:44](=[O:45])[CH3:46])[O:47][C:48](=[O:49])[CH3:50])(=[O:51])[CH3:52].[C:57]([OH:58])(=[O:59])[CH3:60].[CH3:54][OH:55].[CH:1]([N:2]([CH2:3][CH3:4])[CH:5]([CH3:6])[CH3:7])([CH3:8])[CH3:9].[ClH:10].[NH2:11][CH:12]1[CH2:13][CH2:14][CH:15]([OH:18])[CH2:16][CH2:17]1.[Na+:53].[O:19]=[CH:20][CH2:21][C:22]1([C:35](=[O:36])[O:37][CH2:38][CH3:39])[CH2:23][N:24]([C:28](=[O:29])[O:30][C:31]([CH3:32])([CH3:33])[CH3:34])[CH2:25][CH2:26][CH2:27]1.[OH2:56]>>[NH:11]([CH:12]1[CH2:13][CH2:14][CH:15]([OH:18])[CH2:16][CH2:17]1)[CH2:20][CH2:21][C:22]1([C:35](=[O:36])[O:37][CH2:38][CH3:39])[CH2:23][N:24]([C:28](=[O:29])[O:30][C:31]([CH3:32])([CH3:33])[CH3:34])[CH2:25][CH2:26][CH2:27]1. Reactants: C(C)NC1=C(C(=CC=C1)F)[N+](=O)[O-] (ethyl-(3-fluoro-2-nitro-phenyl)-amine), C(C)NC1=C(C(=CC=C1)NCC)[N+](=O)[O-] (N,N′-Diethyl-2-nitro-benzene-1,3-diamine), FC1=C(N)C(=CC=C1)F (2,6-difluoroaniline), solution, C(C)N (ethyl amine). The reagents and catalysts are [Pd] (Pd/C). The solvent is CO (MeOH), CN(C=O)C (dimethylformamide), O1CCCC1 (tetrahydrofuran). Reaction conditions: time 8 hour. Yields the product C(C)NC=1C(=C(C=CC1)F)N (N1-Ethyl-3-fluoro-benzene-1,2-diamine). Yield: 52.0%. As a reaction SMILES: FC1C=CC=C(F)C=1N.C(N)C.[CH2:13]([NH:15][C:16]1[CH:21]=[CH:20][CH:19]=[C:18]([F:22])[C:17]=1[N+:23]([O-])=O)[CH3:14].C(NC1C=CC=C(NCC)C=1[N+]([O-])=O)C>CN(C)C=O.O1CCCC1.CO.[Pd]>[CH2:13]([NH:15][C:16]1[C:17]([NH2:23])=[C:18]([F:22])[CH:19]=[CH:20][CH:21]=1)[CH3:14]. Procedure details: To 2,6-difluoroaniline (8 g, 62 mmol) in dimethylformamide (100 mL) was added a 2 M solution in tetrahydrofuran of ethyl amine (93 mL, 186 mmol) and the reaction stirred at room temperature overnight. The reaction was partitioned between 1 N hydrochloric acid and ethyl acetate and dried over sodium sulfate. The product was purified by silica gel using the ISCO (0-100% ethyl acetate/hexane) to give an equal mixture of ethyl-(3-fluoro-2-nitro-phenyl)-amine and N,N′-Diethyl-2-nitro-benzene-1,3-diam...